This data is from the Open Reaction Database (ORD), a public repository of structured organic reaction records. The task is: describe an organic reaction: reactants, conditions, products, and yield Reactants: [Sn](Cl)Cl (tin(II) chloride), NC1=C(C=C(C#N)C=C1)SC (4-amino-3-(methylthio)benzonitrile), Cl (hydrochloric acid), N(=O)[O-].[Na+] (sodium nitrite). Solvent: C(C)O (ethanol). Yields the product N(N)C1=C(C=C(C#N)C=C1)SC (4-hydrazinyl-3-(methylthio)benzonitrile). Yield: 74.4%. As a reaction SMILES: [NH2:1][C:2]1[CH:9]=[CH:8][C:5]([C:6]#[N:7])=[CH:4][C:3]=1[S:10][CH3:11].Cl.[N:13]([O-])=O.[Na+].[Sn](Cl)Cl>C(O)C>[NH:1]([C:2]1[CH:9]=[CH:8][C:5]([C:6]#[N:7])=[CH:4][C:3]=1[S:10][CH3:11])[NH2:13] |f:2.3|. Procedure details: To a solution of 4-amino-3-(methylthio)benzonitrile (71.1 mg) and 5N aqueous hydrochloric acid (2.0 ml)/ethanol (0.5 ml) was added under ice cooling sodium nitrite (32.5 mg) and the resulting mixture was stirred for one and a half hours. To the reaction mixture was added tin(II) chloride (101.4 mg) and the resulting mixture was stirred at 0° C. for two and a half hours. The reaction mixture was filtered, and the mother liquor was basified (pH=about 10) with potassium carbonate and extracted with... Starting materials: C[O-].[Na+] (Sodium methoxide), C(=O)N (formamide), OCC(CCC1=CC(=CC=C1)C(=O)OCC)N1C=NC(=C1)C(=O)N (1-{1-hydroxy-4-[3-(ethoxycarbonyl)phenyl]-2-butyl}-imidazole-4-carboxamide), O (water). Conditions: temperature 110 celsius, time 3 hour. The product is C(N)(=O)C=1C=C(C=CC1)CCC(CO)N1C=NC(=C1)C(=O)N (1[4-(3-carbamoylphenyl)-1-hydroxy-2-butyl]imidazole-4-carboxamide). The yield is 71.6%. RXN SMILES: C[O-].[Na+].[OH:4][CH2:5][CH:6]([N:20]1[CH:24]=[C:23]([C:25]([NH2:27])=[O:26])[N:22]=[CH:21]1)[CH2:7][CH2:8][C:9]1[CH:14]=[CH:13][CH:12]=[C:11]([C:15](OCC)=[O:16])[CH:10]=1.O.C([NH2:31])=O>>[C:15]([C:11]1[CH:10]=[C:9]([CH2:8][CH2:7][CH:6]([N:20]2[CH:24]=[C:23]([C:25]([NH2:27])=[O:26])[N:22]=[CH:21]2)[CH2:5][OH:4])[CH:14]=[CH:13][CH:12]=1)(=[O:16])[NH2:31] |f:0.1|. Reported procedure: Sodium methoxide (39 mg, 0.72 mmol) was added to a stirred solution of 1-{1-hydroxy-4-[3-(ethoxycarbonyl)phenyl]-2-butyl}-imidazole-4-carboxamide (obtained in Example 10(1))(60 mg, 0.18 mmol) in formamide (1.5 ml), and the reaction mixture was stirred at 110° C. for 3 h. After cooling, the reaction mixture was poured into water (5 ml). The residue was purified by HP-20 (16 cc) column chromatography eluting with water/2-propanol (9:1) and lyophilized to give 1[4-(3-carbamoylphenyl)-1-hydroxy-2-bu... As a reaction SMILES: [NH2:1][CH2:2][C:3](=[O:4])[NH:5][CH:6]([c:7]1[cH:8][c:9]([F:13])[cH:10][cH:11][cH:12]1)[c:14]1[cH:15][c:16]([F:20])[cH:17][cH:18][cH:19]1.[s:21]1[cH:22][c:23]([C:26](=[O:27])[OH:28])[cH:24][cH:25]1>>[NH:1]([CH2:2][C:3](=[O:4])[NH:5][CH:6]([c:7]1[cH:8][c:9]([F:13])[cH:10][cH:11][cH:12]1)[c:14]1[cH:15][c:16]([F:20])[cH:17][cH:18][cH:19]1)[C:26]([c:23]1[cH:22][s:21][cH:25][cH:24]1)=[O:27]. Product: O=C(CNC(=O)c1ccsc1)NC(c1cccc(F)c1)c1cccc(F)c1. Starting materials: NCC(=O)NC(c1cccc(F)c1)c1cccc(F)c1, O=C(O)c1ccsc1. The reactants are C(C)(C)(C)[Si](O[C@@H]1C[C@@]23[C@@H]([C@@H]([C@H]4[C@@H]5[C@H]6[C@@H](C([C@@]5(C)CC[C@@H]4[C@]2(CC1)C)=O)C6)O)O3)(C)C (3β-(tert.-butyldimethylsilyloxy)-5,6β-epoxy-7β-hydroxy-15β,16β-methylene-5β-androstan-17-one), C(Cl)Cl (methylene chloride), C1(=CC=CC=C1)P(C1=CC=CC=C1)C1=CC=CC=C1 (triphenylphosphine). Solvent: C(Cl)(Cl)(Cl)Cl (carbon tetrachloride), N1=CC=CC=C1 (pyridine). The product is C(C)(C)(C)[Si](O[C@@H]1C[C@@]23[C@@H]([C@H]([C@H]4[C@@H]5[C@H]6[C@@H](C([C@@]5(C)CC[C@@H]4[C@]2(CC1)C)=O)C6)Cl)O3)(C)C (3β-(tert.-butyldimethylsilyloxy)-7α-chloro-5,6β-epoxy-15β,16β-methylene-5β-androstan-17-one). As a reaction SMILES: [C:1]([Si:5]([CH3:31])([CH3:30])[O:6][C@H:7]1[CH2:24][CH2:23][C@@:22]2([CH3:25])[C@@:9]3([O:29][C@@H:10]3[C@H:11](O)[C@@H:12]3[C@@H:21]2[CH2:20][CH2:19][C@@:17]2([CH3:18])[C@H:13]3[C@@H:14]3[CH2:27][C@@H:15]3[C:16]2=[O:26])[CH2:8]1)([CH3:4])([CH3:3])[CH3:2].C1(P(C2C=CC=CC=2)C2C=CC=CC=2)C=CC=CC=1.C(Cl)[Cl:52]>C(Cl)(Cl)(Cl)Cl.N1C=CC=CC=1>[C:1]([Si:5]([CH3:31])([CH3:30])[O:6][C@H:7]1[CH2:24][CH2:23][C@@:22]2([CH3:25])[C@@:9]3([O:29][C@@H:10]3[C@@H:11]([Cl:52])[C@@H:12]3[C@@H:21]2[CH2:20][CH2:19][C@@:17]2([CH3:18])[C@H:13]3[C@@H:14]3[CH2:27][C@@H:15]3[C:16]2=[O:26])[CH2:8]1)([CH3:4])([CH3:3])[CH3:2]. Procedure: 126 g of 3β-(tert.-butyldimethylsilyloxy)-5,6β-epoxy-7β-hydroxy-15β,16β-methylene-5β-androstan-17-one is dissolved in a mixture of 600 ml of methylene chloride, 600 ml of carbon tetrachloride, and 300 ml of pyridine and stirred with 193.8 g of triphenylphosphine for 2.5 hours. The mixture is then washed with water, dried over sodium sulfate, and concentrated under vacuum. Chromatography on silica gel with hexane-acetone yields 117.4 g of 3β-(tert.-butyldimethylsilyloxy)-7α-chloro-5,6β-epoxy-15β,... The reactants are C1(CCCCN1)=O (δ-valerolactam), [H-].[Na+] (sodium hydride), C(C1=CC=CC=C1)Br (benzyl bromide), CN(C=O)C (dimethyl formamide). Solvent: C1(=CC=CC=C1)C (toluene), C1(=CC=CC=C1)C (toluene), C1(=CC=CC=C1)C (toluene). Yields the product C(C1=CC=CC=C1)N1C(CCCC1)=O (N-Benzyl-2-piperidinone). The yield is 42.3%. RXN SMILES: [H-].[Na+].[C:3]1(=[O:9])[NH:8][CH2:7][CH2:6][CH2:5][CH2:4]1.[CH2:10](Br)[C:11]1[CH:16]=[CH:15][CH:14]=[CH:13][CH:12]=1.CN(C)C=O>C1(C)C=CC=CC=1>[CH2:10]([N:8]1[CH2:7][CH2:6][CH2:5][CH2:4][C:3]1=[O:9])[C:11]1[CH:16]=[CH:15][CH:14]=[CH:13][CH:12]=1 |f:0.1|. Procedure details: To a suspension of sodium hydride (80%, 3.3 g, 0.11 mol) in dry toluene (250 ml) under argon, was added dropwise a solution of δ-valerolactam (9.9 g, 0.10 mol) in toluene (50 ml). When the addition was complete, the mixture was heated under reflux for 1 h, then cooled to ambient temperature. A solution of benzyl bromide (13 ml, 18.8 g, 0.11 mol) in toluene (50 ml) containing dimethyl formamide (1 ml) was then added dropwise over 15 minutes. The resulting mixture was heated under reflux for 4 h. ...